From a dataset of the Open Reaction Database (ORD), a public repository of structured organic reaction records. describe an organic reaction: reactants, conditions, products, and yield The reactants are COCCO, O=C1NC(=O)C2(c3ccc([N+](=O)[O-])cc3)CC1C2. The product is Nc1ccc(C23CC(C2)C(=O)NC3=O)cc1. As a reaction SMILES: [CH3:19][O:20][CH2:21][CH2:22][OH:23].[N+:1]([O-:2])(=[O:3])[c:4]1[cH:5][cH:6][c:7]([C:10]23[C:11](=[O:18])[NH:12][C:13](=[O:17])[CH:14]([CH2:15]2)[CH2:16]3)[cH:8][cH:9]1>>[NH2:1][c:4]1[cH:5][cH:6][c:7]([C:10]23[C:11](=[O:18])[NH:12][C:13](=[O:17])[CH:14]([CH2:15]2)[CH2:16]3)[cH:8][cH:9]1. Reactants: C1CCOC1, CC(=O)O, C=C(C)C=O, c1cncc(-c2c[nH]cn2)c1. Product: CC(C=O)Cn1cnc(-c2cccnc2)c1. Reaction SMILES: [CH2:21]1[O:22][CH2:23][CH2:24][CH2:25]1.[CH3:12][C:13](=[O:14])[OH:15].[O:16]=[CH:17][C:18]([CH3:19])=[CH2:20].[n:1]1[cH:2][c:3](-[c:7]2[n:8][cH:9][nH:10][cH:11]2)[cH:4][cH:5][cH:6]1>>[n:1]1[cH:2][c:3](-[c:7]2[n:8][cH:9][n:10]([CH2:20][CH:18]([CH:17]=[O:16])[CH3:19])[cH:11]2)[cH:4][cH:5][cH:6]1.